Dataset: the Open Reaction Database (ORD), a public repository of structured organic reaction records. Task: describe an organic reaction: reactants, conditions, products, and yield Reactants: COC1=C(CNC2=NC=NS2)C=CC(=C1)OC (N-(2,4-dimethoxybenzyl)-1,2,4-thiadiazol-5-amine), FC1=C(C=C2C=NN(C2=C1)CC1=C(C=CC=C1)I)S(=O)(=O)Cl (6-fluoro-1-(2-iodobenzyl)-1H-indazole-5-sulfonyl chloride). The solvent is C1CCOC1 (THF), C1CCOC1 (THF). Run at time 0.5 hour. Product: COC1=C(CN(S(=O)(=O)C=2C=C3C=NN(C3=CC2F)CC2=C(C=CC=C2)I)C2=NC=NS2)C=CC(=C1)OC (N-(2,4-dimethoxybenzyl)-6-fluoro-1-(2-iodobenzyl)-N-(1,2,4-thiadiazol-5-yl)-1H-indazole-5-sulfonamide). Reaction SMILES: [CH3:1][O:2][C:3]1[CH:15]=[C:14]([O:16][CH3:17])[CH:13]=[CH:12][C:4]=1[CH2:5][NH:6][C:7]1[S:11][N:10]=[CH:9][N:8]=1.[F:18][C:19]1[CH:27]=[C:26]2[C:22]([CH:23]=[N:24][N:25]2[CH2:28][C:29]2[CH:34]=[CH:33][CH:32]=[CH:31][C:30]=2[I:35])=[CH:21][C:20]=1[S:36](Cl)(=[O:38])=[O:37]>C1COCC1>[CH3:1][O:2][C:3]1[CH:15]=[C:14]([O:16][CH3:17])[CH:13]=[CH:12][C:4]=1[CH2:5][N:6]([C:7]1[S:11][N:10]=[CH:9][N:8]=1)[S:36]([C:20]1[CH:21]=[C:22]2[C:26](=[CH:27][C:19]=1[F:18])[N:25]([CH2:28][C:29]1[CH:34]=[CH:33][CH:32]=[CH:31][C:30]=1[I:35])[N:24]=[CH:23]2)(=[O:37])=[O:38]. Procedure: To a solution of N-(2,4-dimethoxybenzyl)-1,2,4-thiadiazol-5-amine (0.61 g, 2.44 mmol, 1.1 equiv) in THF (5.55 mL) at −78° C. was added LIHMDS (2.441 mL, 2.44 mmol, 1.1 equiv) and stirred for 0.5 h followed by the slow addition of 6-fluoro-1-(2-iodobenzyl)-1H-indazole-5-sulfonyl chloride (2-2, 1.0 g, 2.22 mmol, 1.0 equiv) in THF (1.85 mL) and stirred overnight as the system approached ambient temperature. The reaction was quenched with ammonium chloride and extracted with EtOAc. The organic phase... The reactants are COC(=O)C1=CC=2N(C=C1)C(=CN2)I (3-Iodo-imidazo[1,2-a]pyridine-7-carboxylic acid methyl ester), CC1(OB(OC1(C)C)C=1C=C(C=CC1)NC(=O)NCC(F)(F)F)C (1-[3-(4,4,5,5-Tetramethyl-[1,3,2]dioxaborolan-2-yl)-phenyl]-3-(2,2,2-trifluoro-ethyl)-urea), C(=O)([O-])[O-].[Na+].[Na+] (Na2CO3). Reagents/catalysts: C=1C=CC(=CC1)[P](C=2C=CC=CC2)(C=3C=CC=CC3)[Pd]([P](C=4C=CC=CC4)(C=5C=CC=CC5)C=6C=CC=CC6)([P](C=7C=CC=CC7)(C=8C=CC=CC8)C=9C=CC=CC9)[P](C=1C=CC=CC1)(C=1C=CC=CC1)C=1C=CC=CC1 (tetrakis(triphenylphosphine)palladium(0)). Run in COCCOC (DME), O (water). Run at temperature 80 celsius. The product is FC(CNC(NC=1C=C(C=CC1)C1=CN=C2N1C=CC(=C2)C(=O)O)=O)(F)F (3-{3-[3-(2,2,2-Trifluoro-ethyl)-ureido]-phenyl}-imidazo[1,2-a]pyridine-7-carboxylic acid). RXN SMILES: C[O:2][C:3]([C:5]1[CH:10]=[CH:9][N:8]2[C:11](I)=[CH:12][N:13]=[C:7]2[CH:6]=1)=[O:4].CC1(C)C(C)(C)OB([C:23]2[CH:24]=[C:25]([NH:29][C:30]([NH:32][CH2:33][C:34]([F:37])([F:36])[F:35])=[O:31])[CH:26]=[CH:27][CH:28]=2)O1.C([O-])([O-])=O.[Na+].[Na+]>COCCOC.O.C1C=CC([P]([Pd]([P](C2C=CC=CC=2)(C2C=CC=CC=2)C2C=CC=CC=2)([P](C2C=CC=CC=2)(C2C=CC=CC=2)C2C=CC=CC=2)[P](C2C=CC=CC=2)(C2C=CC=CC=2)C2C=CC=CC=2)(C2C=CC=CC=2)C2C=CC=CC=2)=CC=1>[F:35][C:34]([F:36])([F:37])[CH2:33][NH:32][C:30](=[O:31])[NH:29][C:25]1[CH:24]=[C:23]([C:11]2[N:8]3[CH:9]=[CH:10][C:5]([C:3]([OH:2])=[O:4])=[CH:6][C:7]3=[N:13][CH:12]=2)[CH:28]=[CH:27][CH:26]=1 |f:2.3.4,^1:55,57,76,95|. Procedure details: To a solution of 3-Iodo-imidazo[1,2-a]pyridine-7-carboxylic acid methyl ester (3.02 g, 10 mmol) in DME (200 ml) was added 1-[3-(4,4,5,5-Tetramethyl-[1,3,2]dioxaborolan-2-yl)-phenyl]-3-(2,2,2-trifluoro-ethyl)-urea (4.13 g, 12 mmol), 1M Na2CO3 (80 ml) [reaction degassed by bubbling N2 through] followed by tetrakis(triphenylphosphine)palladium(0) (0.58 g, 0.5 mmol). The mixture was heated at 80° C. overnight, then diluted with water and extracted with CH2Cl2. The aqueous layer was neutralised and l... Starting materials: C1(=CC=CC2=CC=CC=C12)NC(NN)=S (4-(naphth-1-yl)-3-thiosemicarbazide), C(=O)(O)C=1C(=C(C=O)C=CC1)O (carboxy-2-hydroxybenzaldehyde), CN(C=O)C (dimethylformamide), S(=O)(=O)(C1=CC=C(C)C=C1)NN (TsNHNH2). Conditions: time 1 hour. Yields the product C(=O)(O)C1=CC(=C(C=NNC(=S)NC2=CC=CC3=CC=CC=C23)C=C1)O (1-(4-carboxy-2-hydroxybenzylidene)-4-(naphth-1-yl)-3-thiosemicarbazide). The yield is 81.0%. Reaction SMILES: [C:1]1([NH:11][C:12](=[S:15])[NH:13][NH2:14])[C:10]2[C:5](=[CH:6][CH:7]=[CH:8][CH:9]=2)[CH:4]=[CH:3][CH:2]=1.[C:16]([C:19]1[C:20](O)=[C:21]([CH:24]=[CH:25][CH:26]=1)C=O)([OH:18])=[O:17].S(NN)(C1C=CC(C)=CC=1)(=O)=O.CN(C)[CH:42]=[O:43]>>[C:16]([C:19]1[CH:26]=[CH:25][C:24]([CH:21]=[N:14][NH:13][C:12]([NH:11][C:1]2[C:10]3[C:5](=[CH:6][CH:7]=[CH:8][CH:9]=3)[CH:4]=[CH:3][CH:2]=2)=[S:15])=[C:42]([OH:43])[CH:20]=1)([OH:18])=[O:17]. Procedure: A solution of 4-(naphth-1-yl)-3-thiosemicarbazide (38 mg, 0.175 mmol) and 4 carboxy-2-hydroxybenzaldehyde (35 mg, 0.211 mmol) in dimethylformamide (2 mL) was shaken with 4 Å molecular sieves for 2.5 h. PS-TsNHNH2 resin (50 mg, 0.147 mmol) was added, shaking continued for 1 h, then the resin filtered off. Water was added to the filtrate and the precipitated solid was filtered, washed (water, ether) and dried to give the title compound (52 mg, 81%) as a solid. MS (ES+) m/e 366 [M+H]+. Yields the product Cl.CN(C(=O)C=1N=C(SC1)C1CCNCC1)[C@@H]1CCCC2=CC=CC=C12 (N-methyl-2-(4-piperidinyl)-N-[(1R)-1,2,3,4-tetrahydro-1-naphthalenyl]-4-thiazolecarboxamide monohydrochloride). Reaction conditions: time 2 hour. As a reaction SMILES: [CH3:1][N:2]([C@H:23]1[C:32]2[C:27](=[CH:28][CH:29]=[CH:30][CH:31]=2)[CH2:26][CH2:25][CH2:24]1)[C:3]([C:5]1[N:6]=[C:7]([CH:10]2[CH2:15][CH2:14][N:13](C(OC(C)(C)C)=O)[CH2:12][CH2:11]2)[S:8][CH:9]=1)=[O:4].[ClH:33]>ClCCl.CO.O1CCOCC1>[ClH:33].[CH3:1][N:2]([C@H:23]1[C:32]2[C:27](=[CH:28][CH:29]=[CH:30][CH:31]=2)[CH2:26][CH2:25][CH2:24]1)[C:3]([C:5]1[N:6]=[C:7]([CH:10]2[CH2:11][CH2:12][NH:13][CH2:14][CH2:15]2)[S:8][CH:9]=1)=[O:4] |f:5.6|. Procedure details: 1,1-Dimethylethyl 4-[4-[(methyl[(1R)-1,2,3,4-tetrahydro-1-naphthalenyl]amino]-carbonyl]-2-thiazolyl]-1-piperidinecarboxylate (i.e. the product of Example 6, Step B) (2.4 g, 5.26 mmol) was dissolved in 20 mL of a mixture of dichloromethane and methanol (1:1), and 13.15 mL (52.6 mmol) of 1 N HCl in dioxane was added. The reaction mixture was stirred at room temperature for 2 h and then concentrated under reduced pressure. The residue was dissolved in 20 mL of methanol and concentrated under reduce... Starting materials: CN(C(=O)C=1N=C(SC1)C1CCN(CC1)C(=O)OC(C)(C)C)[C@@H]1CCCC2=CC=CC=C12 (1,1-Dimethylethyl 4-[4-[(methyl[(1R)-1,2,3,4-tetrahydro-1-naphthalenyl]amino]-carbonyl]-2-thiazolyl]-1-piperidinecarboxylate), CN(C(=O)C=1N=C(SC1)C1CCN(CC1)C(=O)OC(C)(C)C)[C@@H]1CCCC2=CC=CC=C12 (1,1-dimethylethyl 4-[4-[(methyl[(1R)-1,2,3,4-tetrahydro-1-naphthalenyl]amino]carbonyl]-2-thiazolyl]-1-piperidinecarboxylate), Cl (HCl). Run in mixture, ClCCl (dichloromethane), CO (methanol), O1CCOCC1 (dioxane). The reactants are O (water), NCCCNC(=O)C1=CNC(=C1)C1=NC=CC(=C1)OC1=C(C=CC(=C1)C(=O)NC1=C(C=CC(=C1)C)F)F (N-(3-aminopropyl)-5-[4-(2-fluoro-5-{[(2-fluoro-5-methylphenyl)amino]carbonyl}phenoxy)pyridin-2-yl]-1H-pyrrole-3-carboxamide), C(C)(C)N(C(C)C)CC (N,N-diisopropylethylamine), BrCC(=O)OC (methyl bromoacetate), CN(C)C=O (DMF). Reaction conditions: temperature 55 celsius. Product: FC1=C(OC2=CC(=NC=C2)C2=CC(=CN2)C(=O)NCCCN(CC(=O)OC)CC(=O)OC)C=C(C=C1)C(=O)NC1=C(C=CC(=C1)C)F (dimethyl 2,2′-({3-[([5-[4-(2-fluoro-5-{[(2-fluoro-5-methylphenyl)amino]carbonyl}phenoxy)pyridin-2-yl]-1H-pyrrol-3-yl]carbonyl)amino]propyl}imino)diacetate). Reaction SMILES: [NH2:1][CH2:2][CH2:3][CH2:4][NH:5][C:6]([C:8]1[CH:12]=[C:11]([C:13]2[CH:18]=[C:17]([O:19][C:20]3[CH:25]=[C:24]([C:26]([NH:28][C:29]4[CH:34]=[C:33]([CH3:35])[CH:32]=[CH:31][C:30]=4[F:36])=[O:27])[CH:23]=[CH:22][C:21]=3[F:37])[CH:16]=[CH:15][N:14]=2)[NH:10][CH:9]=1)=[O:7].C(N([CH2:45][CH3:46])C(C)C)(C)C.Br[CH2:48][C:49]([O:51][CH3:52])=[O:50].[OH2:53].CN([CH:57]=[O:58])C>>[F:37][C:21]1[CH:22]=[CH:23][C:24]([C:26]([NH:28][C:29]2[CH:34]=[C:33]([CH3:35])[CH:32]=[CH:31][C:30]=2[F:36])=[O:27])=[CH:25][C:20]=1[O:19][C:17]1[CH:16]=[CH:15][N:14]=[C:13]([C:11]2[NH:10][CH:9]=[C:8]([C:6]([NH:5][CH2:4][CH2:3][CH2:2][N:1]([CH2:46][C:45]([O:58][CH3:57])=[O:53])[CH2:48][C:49]([O:51][CH3:52])=[O:50])=[O:7])[CH:12]=2)[CH:18]=1. Reported procedure: To a stirred solution of N-(3-aminopropyl)-5-[4-(2-fluoro-5-{[(2-fluoro-5-methylphenyl)amino]carbonyl}phenoxy)pyridin-2-yl]-1H-pyrrole-3-carboxamide (85 mg, 0.17 mmol) and N,N-diisopropylethylamine (100 mg, 0.78 mmol) in 10 ml of anhydrous DMF was added methyl bromoacetate (100 mg, 0.65 mmol). The mixture was heated at 55° C. for 30 minutes and poured into 100 ml of water with vigorous stirring. The precipitates were filtered and dried in vacuo to give the crude, which was purified by silica gel... Starting materials: oxidized hydrocarbon, resultant mixture, sodium petroleum sulfonate, C(CCCCCCC\C=C/CCCCCCCC)(=O)OC (methyl oleate), Di-2-butyl cresol, O1C=NCC1 (oxazoline), organic acid. Yields the product C(CCCCCCC\C=C/CCCCCCCC)(=O)O (oleic acid). Isolated yield 6.8%. Reaction SMILES: [C:1]([O:20]C)(=[O:19])[CH2:2][CH2:3][CH2:4][CH2:5][CH2:6][CH2:7][CH2:8]/[CH:9]=[CH:10]\[CH2:11][CH2:12][CH2:13][CH2:14][CH2:15][CH2:16][CH2:17][CH3:18].O1CCN=C1>>[C:1]([OH:20])(=[O:19])[CH2:2][CH2:3][CH2:4][CH2:5][CH2:6][CH2:7][CH2:8]/[CH:9]=[CH:10]\[CH2:11][CH2:12][CH2:13][CH2:14][CH2:15][CH2:16][CH2:17][CH3:18]. Reported procedure: A blanker oil composition was prepared by melting 56 grams of oxidized hydrocarbon wax ("Idasoil D906") and 24 grams of sodium petroleum sulfonate ("Petrosul H-60 Sod Sulfonate") at approximately 150° F. until a homogeneous solution was obtained. To this mixture was added 200 grams of methyl oleate (Keil chemical), one gram of Di-2-butyl cresol ("Lubrizol 817") and 5 grams of oxazoline-type surfactant ("Alkaterge ® T-IV") and 1 gram of an organic acid salt corrosion inhibitor ("Hostacor E"). The... The reactants are S(=O)(Cl)Cl (thionyl chloride), C1=CC=CC=C1 (benzene), CC1=CC=C(OC2=C(CO)C=C(C=C2)C)C=C1 (2-(4-methyl-phenoxy)-5-methylbenzyl alcohol), N1=CC=CC=C1 (pyridine). Run in O (water). The product is ClCC=1C=C(C=CC1OC1=CC=C(C=C1)C)C (3-chloromethyl-4-(4-methyl-phenoxy)-toluene). As a reaction SMILES: S(Cl)([Cl:3])=O.[CH3:5][C:6]1[CH:21]=[CH:20][C:9]([O:10][C:11]2[CH:18]=[CH:17][C:16]([CH3:19])=[CH:15][C:12]=2[CH2:13]O)=[CH:8][CH:7]=1.N1C=CC=CC=1.C1C=CC=CC=1>O>[Cl:3][CH2:13][C:12]1[CH:15]=[C:16]([CH3:19])[CH:17]=[CH:18][C:11]=1[O:10][C:9]1[CH:20]=[CH:21][C:6]([CH3:5])=[CH:7][CH:8]=1. Procedure: 36.5 Ml. of thionyl chloride are added dropwise at 10°-15° C. with stirring and cooling with ice to a solution of 110 g. of 2-(4-methyl-phenoxy)-5-methylbenzyl alcohol in 78 ml. of pyridine. The mixture is stirred for an additional 1 hour at 10° C. and then diluted with 200 ml. of benzene. Then, 200 ml. of water are carefully added dropwise with ice-cooling. The aqueous phase is separated and the organic phase washed successively with dilute hydrochloric acid, water and saturated sodium bicarbon... Starting materials: C(C)OC(=O)C=1N(N=C(C1)C)C1=CC=C(C=C1)OC (2-(4-methoxyphenyl)-5-methyl-2H-pyrazole-3-carboxylic acid ethyl ester), [OH-].[Na+] (sodium hydroxide), Cl (HCl). The solvent is C(C)O (ethanol), O (water). Reaction conditions: temperature 45 celsius, time 8 hour. Product: COC1=CC=C(C=C1)N1N=C(C=C1C(=O)O)C (2-(4-Methoxyphenyl)-5-methyl-2H-pyrazole-3-carboxylic acid). Isolated yield 85.3%. As a reaction SMILES: C([O:3][C:4]([C:6]1[N:7]([C:12]2[CH:17]=[CH:16][C:15]([O:18][CH3:19])=[CH:14][CH:13]=2)[N:8]=[C:9]([CH3:11])[CH:10]=1)=[O:5])C.[OH-].[Na+].Cl>C(O)C.O>[CH3:19][O:18][C:15]1[CH:14]=[CH:13][C:12]([N:7]2[C:6]([C:4]([OH:5])=[O:3])=[CH:10][C:9]([CH3:11])=[N:8]2)=[CH:17][CH:16]=1 |f:1.2|. Procedure details: To a solution of 2-(4-methoxyphenyl)-5-methyl-2H-pyrazole-3-carboxylic acid ethyl ester (1.00 g, 3.84 mmol) in ethanol (20 mL) and water (20 mL) was added a sodium hydroxide solution (50% in water, 1 mL). The solution was stirred at 45° C. overnight. After the solution was allowed to cool to room temperature, 1 N HCl was added until the solution was acidic to pH paper. The solution was extracted with ethyl acetate (3×). The combined organic layers were dried (MgSO4) and concentrated to give 761 ...